describe an organic reaction: reactants, conditions, products, and yield From a dataset of the Open Reaction Database (ORD), a public repository of structured organic reaction records. As a reaction SMILES: [OH:1][C:2]1[CH:10]=[CH:9][C:5]([C:6]([OH:8])=[O:7])=[CH:4][CH:3]=1.[CH2:11]([O:17][C@H:18]([CH3:22])[C:19](Cl)=[O:20])[CH2:12][CH2:13][CH2:14][CH2:15][CH3:16]>C(Cl)Cl.N1C=CC=CC=1.Cl>[CH2:11]([O:17][C@H:18]([CH3:22])[C:19]([O:1][C:2]1[CH:10]=[CH:9][C:5]([C:6]([OH:8])=[O:7])=[CH:4][CH:3]=1)=[O:20])[CH2:12][CH2:13][CH2:14][CH2:15][CH3:16]. Solvent: Cl (hydrochloric acid), C(Cl)Cl (methylene chloride), N1=CC=CC=C1 (pyridine), C(Cl)Cl (methylene chloride). The product is C(CCCCC)O[C@@H](C(=O)OC1=CC=C(C(=O)O)C=C1)C ((R)-4-(2-n-Hexyloxypropanoyloxy)benzoic acid). Starting materials: resultant mixture, OC1=CC=C(C(=O)O)C=C1 (p-hydroxybenzoic acid), C(CCCCC)O[C@@H](C(=O)Cl)C ((R)-2-n-hexyloxypropanoyl chloride). Procedure details: To a solution of p-hydroxybenzoic acid (2.15 g, 15.6 mmol) in methylene chloride (30 ml) and pyridine (10 ml), a solution of (R)-2-n-hexyloxypropanoyl chloride (3.0 g, 15.6 mmol) in methylene chloride (20 ml) was added dropwise and then the mixture was refluxed for 7 hours. After cooling, the resultant mixture was taken up in dilute hydrochloric acid, extracted with ethyl ether; the organic extract was washed twice with dilute hydrochloric acid and with H2O for four times, and dried over anhydro... The yield is 46.4%. Starting materials: C(#N)C=1C=CC2=C(C3C(C(O2)(C)C)O3)C1 (6-cyano-3,4-epoxy-3,4-dihydro-2,2-dimethyl-2H-benzopyran), C(#N)C1=CNC2=CC=CC=C12 (3-cyanoindole), C([O-])([O-])=O.[K+].[K+] (potassium carbonate). The solvent is CN(C=O)C (dimethylformamide), C(C)(=O)OCC (ethyl acetate). Reaction conditions: temperature 100 celsius. Product: C(#N)C1=CN(C2=CC=CC=C12)C1=CC(OC2=C1C=C(C=C2)C#N)(C)C (4-(3-cyano-1H-indol-1-yl)-2,2-dimethyl-2H-1-benzopyran-6-carbonitrile). Isolated yield 59.4%. RXN SMILES: [C:1]([C:3]1[CH:4]=[CH:5][C:6]2[O:11][C:10]([CH3:13])([CH3:12])[CH:9]3O[CH:8]3[C:7]=2[CH:15]=1)#[N:2].[C:16]([C:18]1[C:26]2[C:21](=[CH:22][CH:23]=[CH:24][CH:25]=2)[NH:20][CH:19]=1)#[N:17].C(=O)([O-])[O-].[K+].[K+]>CN(C)C=O.C(OCC)(=O)C>[C:16]([C:18]1[C:26]2[C:21](=[CH:22][CH:23]=[CH:24][CH:25]=2)[N:20]([C:8]2[C:7]3[CH:15]=[C:3]([C:1]#[N:2])[CH:4]=[CH:5][C:6]=3[O:11][C:10]([CH3:13])([CH3:12])[CH:9]=2)[CH:19]=1)#[N:17] |f:2.3.4|. Procedure details: The reaction mixture containing 6-cyano-3,4-epoxy-3,4-dihydro-2,2-dimethyl-2H-benzopyran (1.5 g, 7.5 mmol) (prepared according to Evans et al., J. Med. Chem., 1983, 26, 1582 and J. Med. Chem., 1986, 29, 2194), 3-cyanoindole (1.46 g, 9.75 mmol) and finely ground potassium carbonate (2.6 g, 18.75 mmol) in dimethylformamide (5.0 mL) was heated at 100° C. for three hours. The reaction mixture was cooled to room temperature, diluted with ethyl acetate and filtered. The filtrate was washed with water,...